From a dataset of the Open Reaction Database (ORD), a public repository of structured organic reaction records. describe an organic reaction: reactants, conditions, products, and yield The reactants are CC(C)(C)OC(=O)N1CCNC(=O)C1, C1CCOC1, ClCC1CO1, FB(F)F, [Li]CCCC. The product is CC(C)(C)OC(=O)N1CCN(CC(O)CCl)C(=O)C1. As a reaction SMILES: [C:1](=[O:2])([O:3][C:4]([CH3:5])([CH3:6])[CH3:7])[N:8]1[CH2:9][C:10](=[O:14])[NH:11][CH2:12][CH2:13]1.[CH2:29]1[O:30][CH2:31][CH2:32][CH2:33]1.[Cl:24][CH2:25][CH:26]1[CH2:27][O:28]1.[F:20][B:21]([F:22])[F:23].[Li:15][CH2:16][CH2:17][CH2:18][CH3:19]>>[C:1](=[O:2])([O:3][C:4]([CH3:5])([CH3:6])[CH3:7])[N:8]1[CH2:9][C:10](=[O:14])[N:11]([CH2:27][CH:26]([CH2:25][Cl:24])[OH:28])[CH2:12][CH2:13]1.